This data is from the Open Reaction Database (ORD), a public repository of structured organic reaction records. The task is: describe an organic reaction: reactants, conditions, products, and yield Starting materials: O=C[O-], O=CO, Cl, CCOC(=O)c1c(C(C)C)nn2c(C=O)ccc2c1-c1ccc(F)cc1, NO, [Na+]. The product is CCOC(=O)c1c(C(C)C)nn2c(C#N)ccc2c1-c1ccc(F)cc1. As a reaction SMILES: [CH:30]([O-:31])=[O:32].[CH:34]([OH:35])=[O:36].[ClH:27].[F:1][c:2]1[cH:3][cH:4][c:5](-[c:8]2[c:9]3[n:10]([n:11][c:12]([CH:19]([CH3:20])[CH3:21])[c:13]2[C:14](=[O:15])[O:16][CH2:17][CH3:18])[c:22]([CH:25]=[O:26])[cH:23][cH:24]3)[cH:6][cH:7]1.[NH2:28][OH:29].[Na+:33]>>[F:1][c:2]1[cH:3][cH:4][c:5](-[c:8]2[c:9]3[n:10]([n:11][c:12]([CH:19]([CH3:20])[CH3:21])[c:13]2[C:14](=[O:15])[O:16][CH2:17][CH3:18])[c:22]([C:25]#[N:28])[cH:23][cH:24]3)[cH:6][cH:7]1. The reactants are C(C)OC(C1=C(C=CC=C1)Br)=O (2-bromo-benzoic acid ethyl ester), NC1=CC=C2C=CN=CC2=C1 (7-aminoisoquinoline), C=1C=CC(=CC1)P(C=2C=CC=CC2)C3=CC=C4C=CC=CC4=C3C5=C6C=CC=CC6=CC=C5P(C=7C=CC=CC7)C=8C=CC=CC8 (BINAP), C(=O)([O-])[O-].[K+].[K+] (K2CO3). Reagents/catalysts: CC(=O)[O-].CC(=O)[O-].[Pd+2] (Pd(OAc)2). The solvent is C1(=CC=CC=C1)C (toluene), C(Cl)Cl (CH2Cl2). Reaction conditions: temperature 105 celsius, time 16 hour. Product: C(C)OC(C1=C(C=CC=C1)NC1=CC=C2C=CN=CC2=C1)=O (2-(isoquinolin-7-ylamino)-benzoic Acid Ethyl Ester). RXN SMILES: [CH2:1]([O:3][C:4](=[O:12])[C:5]1[CH:10]=[CH:9][CH:8]=[CH:7][C:6]=1Br)[CH3:2].[NH2:13][C:14]1[CH:23]=[C:22]2[C:17]([CH:18]=[CH:19][N:20]=[CH:21]2)=[CH:16][CH:15]=1.C1C=CC(P(C2C(C3C(P(C4C=CC=CC=4)C4C=CC=CC=4)=CC=C4C=3C=CC=C4)=C3C(C=CC=C3)=CC=2)C2C=CC=CC=2)=CC=1.C([O-])([O-])=O.[K+].[K+]>C1(C)C=CC=CC=1.C(Cl)Cl.CC([O-])=O.CC([O-])=O.[Pd+2]>[CH2:1]([O:3][C:4](=[O:12])[C:5]1[CH:10]=[CH:9][CH:8]=[CH:7][C:6]=1[NH:13][C:14]1[CH:23]=[C:22]2[C:17]([CH:18]=[CH:19][N:20]=[CH:21]2)=[CH:16][CH:15]=1)[CH3:2] |f:3.4.5,8.9.10|. Procedure details: A mixture of 2-bromo-benzoic acid ethyl ester (458 mg, 2.0 mmol), 7-aminoisoquinoline (144 mg, 1.0 mmol), Pd(OAc)2 (11 mg), BINAP (30 mg) and K2CO3 (414 mg) in 1 mL of toluene in a sealed tube was stirred for 16 h at 105° C. The reaction mixture was then allowed to cool to RT, diluted with 20 ml of CH2Cl2, filtered through a Celite® packed funnel and concentrated under reduced pressure. The concentrate was purified by flash column chromatography. The titled compound was obtained as oil. MS (ES+)... Starting materials: COC=1C=C(C=CC1)CC#N (2-(3-methoxyphenyl)acetonitrile), BrCCOCCBr (1-bromo-2-(2-bromoethoxy)ethane), [H-].[Na+] (NaH). The solvent is CN1CCCC1=O (NMP). Reaction conditions: temperature 0 celsius. Yields the product COC=1C=C(C=CC1)C1(CCOCC1)C#N (4-(3-Methoxyphenyl)-tetrahydro-2H-pyran-4-carbonitrile). Isolated yield 93.5%. Reaction SMILES: [H-].[Na+].[CH3:3][O:4][C:5]1[CH:6]=[C:7]([CH2:11][C:12]#[N:13])[CH:8]=[CH:9][CH:10]=1.Br[CH2:15][CH2:16][O:17][CH2:18][CH2:19]Br>CN1C(=O)CCC1>[CH3:3][O:4][C:5]1[CH:6]=[C:7]([C:11]2([C:12]#[N:13])[CH2:19][CH2:18][O:17][CH2:16][CH2:15]2)[CH:8]=[CH:9][CH:10]=1 |f:0.1|. Reported procedure: A mixture of NaH (3.2 g, 79 mmol) in 50 mL NMP stirred at 0° C., was treated dropwise with a mixture of 2-(3-methoxyphenyl)acetonitrile (3.9 g, 26 mmol) and 1-bromo-2-(2-bromoethoxy)ethane (6.1 g, 26 mmol) in 20 mL. The mixture was allowed to warm to room temperature and stirred for 15 hours, M+1=218. The mixture was then carefully quenched with 100 mL H2O and the pH was adjusted to 5. The mixture was extracted with ether (3×100 mL). The combined organic layers were washed with H2O (3×50 mL) and... RXN SMILES: [Cl:12][c:13]1[c:14]([C:15](=[O:16])[Cl:17])[c:18]([Cl:22])[cH:19][cH:20][cH:21]1.[ClH:24].[NH2:1][c:2]1[s:3][c:4]([I:11])[c:5]([C:7]([F:8])([F:9])[F:10])[n:6]1.[OH2:23].[cH:25]1[cH:26][cH:27][n:28][cH:29][cH:30]1>>[NH:1]([c:2]1[s:3][c:4]([I:11])[c:5]([C:7]([F:8])([F:9])[F:10])[n:6]1)[C:15]([c:14]1[c:13]([Cl:12])[cH:21][cH:20][cH:19][c:18]1[Cl:22])=[O:16]. Starting materials: O=C(Cl)c1c(Cl)cccc1Cl, Cl, Nc1nc(C(F)(F)F)c(I)s1, O, c1ccncc1. Product: O=C(Nc1nc(C(F)(F)F)c(I)s1)c1c(Cl)cccc1Cl. Reactants: [BH4-], CCO, CCC(=O)Cc1ccc(-c2ccc(C(F)(F)F)cc2)cc1, [Na+]. Yields the product CCC(O)Cc1ccc(-c2ccc(C(F)(F)F)cc2)cc1. As a reaction SMILES: [BH4-:22].[CH3:24][CH2:25][OH:26].[F:1][C:2]([c:3]1[cH:4][cH:5][c:6](-[c:9]2[cH:10][cH:11][c:12]([CH2:15][C:16]([CH2:17][CH3:18])=[O:19])[cH:13][cH:14]2)[cH:7][cH:8]1)([F:20])[F:21].[Na+:23]>>[F:1][C:2]([c:3]1[cH:4][cH:5][c:6](-[c:9]2[cH:10][cH:11][c:12]([CH2:15][CH:16]([CH2:17][CH3:18])[OH:19])[cH:13][cH:14]2)[cH:7][cH:8]1)([F:20])[F:21]. Reactants: COC([C@H](CCCCNC(C1=CC=C(C=C1)N)=O)N1C2=CC=CC=C2C=2C=CC=CC12)=O ((S)-6-(4-amino-benzoylamino)-2-carbazol-9-yl-hexanoic acid methyl ester), N(=O)[O-].[Na+] (NaNO2), O (H2O), O (water), [N-]=[N+]=[N-].[Na+] (NaN3), O (H2O), CC(=O)C (acetone). The solvent is Cl (HCl). Conditions: time 15 minute. The product is C(C1=CC=CC=C1)(=O)C1=CC=C(C(=O)NCCCCC(C(=O)O)N2C3=CC=CC=C3C=3C=CC=CC23)C=C1 (6-(4-benzoyl-benzoylamino)-2-carbazol-9-yl-hexanoic acid), COC([C@H](CCCCNC(C1=CC=C(C=C1)N=[N+]=[N-])=O)N1C2=CC=CC=C2C=2C=CC=CC12)=O ((S)-6-(4-azido-benzoylamino)-2-carbazol-9-yl-hexanoic acid methyl ester). Isolated yield 86.0%. As a reaction SMILES: [CH3:1][O:2][C:3](=[O:32])[C@@H:4]([N:19]1[C:31]2[CH:30]=[CH:29][CH:28]=[CH:27][C:26]=2[C:25]2[C:20]1=[CH:21][CH:22]=[CH:23][CH:24]=2)[CH2:5][CH2:6][CH2:7][CH2:8][NH:9][C:10](=[O:18])[C:11]1[CH:16]=[CH:15][C:14]([NH2:17])=[CH:13][CH:12]=1.[CH3:33][C:34]([CH3:36])=O.N([O-])=O.[Na+].[N-:41]=[N+:42]=[N-].[Na+].[OH2:45]>Cl>[C:33]([C:14]1[CH:15]=[CH:16][C:11]([C:10]([NH:9][CH2:8][CH2:7][CH2:6][CH2:5][CH:4]([N:19]2[C:31]3[CH:30]=[CH:29][CH:28]=[CH:27][C:26]=3[C:25]3[C:20]2=[CH:21][CH:22]=[CH:23][CH:24]=3)[C:3]([OH:2])=[O:32])=[O:18])=[CH:12][CH:13]=1)(=[O:45])[C:34]1[CH:36]=[CH:6][CH:5]=[CH:4][CH:3]=1.[CH3:1][O:2][C:3](=[O:32])[C@@H:4]([N:19]1[C:31]2[CH:30]=[CH:29][CH:28]=[CH:27][C:26]=2[C:25]2[C:20]1=[CH:21][CH:22]=[CH:23][CH:24]=2)[CH2:5][CH2:6][CH2:7][CH2:8][NH:9][C:10](=[O:18])[C:11]1[CH:12]=[CH:13][C:14]([N:17]=[N+:41]=[N-:42])=[CH:15][CH:16]=1 |f:2.3,4.5|. Procedure details: (S)-6-(4-Amino-benzoylamino)-2-carbazol-9-yl-hexanoic acid methyl ester 12 (0.220 g, 0.513 mmol) was dissolved in 5% HCl (9.0 mL) and acetone (9.0 mL) at 0° C. in the dark. NaNO2 (0.039 g, 0.564 mmol) in 2.0 mL H2O was added to the reaction mixture, causing a color change to pale yellow. After 30 min of stiffing, NaN3 (0.333 g, 5.13 mmol) in 5.0 mL H2O was added to the reaction mixture at 0° C. causing an immediate color change from yellow to colorless. The reaction mixture was further stirred f... The reactants are COC(CC1=CSC2=C1C(=CC(=C2)OCC2=CC(=NN2C)C)Cl)=O (methyl(4-chloro-6-((1,3-dimethyl-1H-pyrazol-5-yl)methoxy)-1-benzothiophen-3-yl)acetate), [OH-].[Na+] (NaOH). Solvent: CCO (EtOH). Product: ClC1=CC(=CC2=C1C(=CS2)CC(=O)O)OCC2=CC(=NN2C)C ((4-Chloro-6-((1,3-dimethyl-1H-pyrazol-5-yl)methoxy)-1-benzothiophen-3-yl)acetic acid). Yield: 90.5%. RXN SMILES: C[O:2][C:3](=[O:24])[CH2:4][C:5]1[C:9]2[C:10]([Cl:23])=[CH:11][C:12]([O:14][CH2:15][C:16]3[N:20]([CH3:21])[N:19]=[C:18]([CH3:22])[CH:17]=3)=[CH:13][C:8]=2[S:7][CH:6]=1.[OH-].[Na+]>CCO>[Cl:23][C:10]1[C:9]2[C:5]([CH2:4][C:3]([OH:24])=[O:2])=[CH:6][S:7][C:8]=2[CH:13]=[C:12]([O:14][CH2:15][C:16]2[N:20]([CH3:21])[N:19]=[C:18]([CH3:22])[CH:17]=2)[CH:11]=1 |f:1.2|. Procedure: To a mixture of methyl(4-chloro-6-((1,3-dimethyl-1H-pyrazol-5-yl)methoxy)-1-benzothiophen-3-yl)acetate (162 mg) and EtOH (3 mL) was added 1N NaOH (1 mL) at room temperature, and the mixture was refluxed for 1 h. The mixture was concentrated in vacuo, neutralized with 1N HCl at 0° C. and extracted with EtOAc. The organic layer was separated, washed successively with water and brine, dried over MgSO4 and concentrated in vacuo. The residue was crystallized from EtOAc-hexane to give the title compou...